From a dataset of the Open Reaction Database (ORD), a public repository of structured organic reaction records. describe an organic reaction: reactants, conditions, products, and yield Starting materials: CCOCC(Sc1ccc(OCC(=O)OCC)c(C)c1)c1cccc(-c2ccc(C(F)(F)F)cc2)n1, C1CCOC1, CO, Cl, [Na+], [OH-]. Product: CCOCC(Sc1ccc(OCC(=O)O)c(C)c1)c1cccc(-c2ccc(C(F)(F)F)cc2)n1. RXN SMILES: [CH2:1]([CH3:2])[O:3][CH2:4][CH:5]([c:6]1[n:7][c:8](-[c:12]2[cH:13][cH:14][c:15]([C:18]([F:19])([F:20])[F:21])[cH:16][cH:17]2)[cH:9][cH:10][cH:11]1)[S:22][c:23]1[cH:24][c:25]([CH3:36])[c:26]([O:29][CH2:30][C:31](=[O:32])[O:33][CH2:34][CH3:35])[cH:27][cH:28]1.[CH2:40]1[O:41][CH2:42][CH2:43][CH2:44]1.[CH3:45][OH:46].[ClH:39].[Na+:38].[OH-:37]>>[CH2:1]([CH3:2])[O:3][CH2:4][CH:5]([c:6]1[n:7][c:8](-[c:12]2[cH:13][cH:14][c:15]([C:18]([F:19])([F:20])[F:21])[cH:16][cH:17]2)[cH:9][cH:10][cH:11]1)[S:22][c:23]1[cH:24][c:25]([CH3:36])[c:26]([O:29][CH2:30][C:31](=[O:32])[OH:33])[cH:27][cH:28]1. The reactants are COC(C1=CC(=CC=C1)C1=NC=NC(=C1)NCCOC)=O (3-[6-(2-methoxy-ethylamino)-pyrimidin-4-yl]-benzoic acid methyl ester), ClC1=CC(=NC=N1)C=1C=C(C(=O)O)C=CC1 (3-(6-Chloro-pyrimidin-4-yl)-benzoic acid). The solvent is COCCN (2-methoxy-ethylamine). Conditions: temperature 50 celsius, time 18 hour. Yields the product C(C)(C)(C)OC(CC(=O)C1=CC(=CC=C1)C1=NC=NC(=C1)NCCOC)=O (3-{3-[6-(2-Methoxy-ethylamino)-pyrimidin-4-yl]-phenyl}-3-oxo-propionic acid tert-butyl ester), methyl ester. As a reaction SMILES: CO[C:3](=[O:21])[C:4]1[CH:9]=[CH:8][CH:7]=[C:6]([C:10]2[CH:15]=[C:14]([NH:16][CH2:17][CH2:18][O:19][CH3:20])[N:13]=[CH:12][N:11]=2)[CH:5]=1.ClC1N=CN=C(C2C=[C:31](C=CC=2)[C:32]([OH:34])=[O:33])C=1>COCCN>[C:4]([O:34][C:32](=[O:33])[CH2:31][C:3]([C:4]1[CH:9]=[CH:8][CH:7]=[C:6]([C:10]2[CH:15]=[C:14]([NH:16][CH2:17][CH2:18][O:19][CH3:20])[N:13]=[CH:12][N:11]=2)[CH:5]=1)=[O:21])([CH3:9])([CH3:5])[CH3:3]. Procedure: The title compound was prepared from 3-[6-(2-methoxy-ethylamino)-pyrimidin-4-yl]-benzoic acid methyl ester [prepared by the following procedure: 3-(6-Chloro-pyrimidin-4-yl)-benzoic acid (1.0 g, 4.3 mmol) was heated in 2-methoxy-ethylamine (5 ml) to 80° C. for 1 h. The mixture was evaporated in vacuum and the residual oil was stirred in 1N HCl-MeOH (25 mL) for 18 h at 50° C. The crude product was purified by chromatography (silica gel, AcOEt-hexane 1:1) to give the methyl ester as light yellow so... The reactants are C(C(C)C)N([C@@H](CCCCN)C(=O)O)S(=O)(=O)C1=CC=C(C=C1)[N+](=O)[O-] (Nα-isobutyl-Nα-(4-nitrobenzenesulfonyl)-L-lysine), COC1=C(C=CC(=O)O)C=CC(=C1)OC (2,4-dimethoxycinnamic acid). Product: C(C(C)C)N([C@@H](CCCCNC(C=CC1=C(C=C(C=C1)OC)OC)=O)C(=O)O)S(=O)(=O)C1=CC=C(C=C1)[N+](=O)[O-] (Nα-Isobutyl-Nα-(4-nitrobenzenesulfonyl)-Nε-(2,4-dimethoxycinnamoyl)-L-lysine). The yield is 72.0%. Reaction SMILES: [CH2:1]([N:5]([S:15]([C:18]1[CH:23]=[CH:22][C:21]([N+:24]([O-:26])=[O:25])=[CH:20][CH:19]=1)(=[O:17])=[O:16])[C@H:6]([C:12]([OH:14])=[O:13])[CH2:7][CH2:8][CH2:9][CH2:10][NH2:11])[CH:2]([CH3:4])[CH3:3].[CH3:27][O:28][C:29]1[CH:39]=[C:38]([O:40][CH3:41])[CH:37]=[CH:36][C:30]=1[CH:31]=[CH:32][C:33](O)=[O:34]>>[CH2:1]([N:5]([S:15]([C:18]1[CH:23]=[CH:22][C:21]([N+:24]([O-:26])=[O:25])=[CH:20][CH:19]=1)(=[O:17])=[O:16])[C@H:6]([C:12]([OH:14])=[O:13])[CH2:7][CH2:8][CH2:9][CH2:10][NH:11][C:33](=[O:34])[CH:32]=[CH:31][C:30]1[CH:36]=[CH:37][C:38]([O:40][CH3:41])=[CH:39][C:29]=1[O:28][CH3:27])[CH:2]([CH3:4])[CH3:3]. Procedure details: Nα-isobutyl-Nα-(4-nitrobenzenesulfonyl)-L-lysine was reacted with 2,4-dimethoxycinnamic acid under the conditions described in example 86 to yield 72% of the desired product. Reactants: C1(=CC=CC=C1)P(C1=C(C2=CC=CC=C2C=C1)C1=C(C=CC2=CC=CC=C12)P(C1=CC=CC=C1)C1=CC=CC=C1)C1=CC=CC=C1 (2,2′-Bis(diphenylphosphino)-1,1′-binaphthyl), Cl.C[Si](CCOCN1C=CC=2C1=NC=CC2C=2C=NN(C2)C2(CNC2)CC#N)(C)C ({3-[4-(1-{[2-(trimethylsilyl)ethoxy]methyl}-1H-pyrrolo[2,3-b]pyridin-4-yl)-1H-pyrazol-1-yl]azetidin-3-yl}acetonitrile hydrochloride), BrC=1C=CC(=NC1)C(=O)N[C@@H](C)C1CC1 (5-bromo-N-[(1S)-1-cyclopropylethyl]pyridine-2-carboxamide), C([O-])([O-])=O.[Cs+].[Cs+] (cesium carbonate), C(=O)(O)[O-].[Na+] (NaHCO3). Reagents/catalysts: C(C)(=O)[O-].[Pd+2].C(C)(=O)[O-] (palladium acetate). Run in C1(=CC=CC=C1)C (toluene). Reaction conditions: temperature 120 celsius, time 8 hour. The product is C(#N)CC1(CN(C1)C=1C=CC(=NC1)C(=O)N[C@@H](C)C1CC1)N1N=CC(=C1)C1=C2C(=NC=C1)N(C=C2)COCC[Si](C)(C)C (5-{3-(cyanomethyl)-3-[4-(1-{[2-(trimethylsilyl)ethoxy]methyl}-1H-pyrrolo[2,3-b]pyridin-4-yl)-1H-pyrazol-1-yl]azetidin-1 yl}-N-[(1S)-1-cyclopropylethyl]pyridine-2-carboxamide). The yield is 58.6%. As a reaction SMILES: C1(P(C2C=CC=CC=2)C2C=CC3C(=CC=CC=3)C=2C2C3C(=CC=CC=3)C=CC=2P(C2C=CC=CC=2)C2C=CC=CC=2)C=CC=CC=1.Cl.[CH3:48][Si:49]([CH3:76])([CH3:75])[CH2:50][CH2:51][O:52][CH2:53][N:54]1[C:58]2=[N:59][CH:60]=[CH:61][C:62]([C:63]3[CH:64]=[N:65][N:66]([C:68]4([CH2:72][C:73]#[N:74])[CH2:71][NH:70][CH2:69]4)[CH:67]=3)=[C:57]2[CH:56]=[CH:55]1.Br[C:78]1[CH:79]=[CH:80][C:81]([C:84]([NH:86][C@H:87]([CH:89]2[CH2:91][CH2:90]2)[CH3:88])=[O:85])=[N:82][CH:83]=1.C(=O)([O-])[O-].[Cs+].[Cs+].C([O-])(O)=O.[Na+]>C1(C)C=CC=CC=1.C([O-])(=O)C.[Pd+2].C([O-])(=O)C>[C:73]([CH2:72][C:68]1([N:66]2[CH:67]=[C:63]([C:62]3[CH:61]=[CH:60][N:59]=[C:58]4[N:54]([CH2:53][O:52][CH2:51][CH2:50][Si:49]([CH3:75])([CH3:48])[CH3:76])[CH:55]=[CH:56][C:57]=34)[CH:64]=[N:65]2)[CH2:69][N:70]([C:78]2[CH:79]=[CH:80][C:81]([C:84]([NH:86][C@H:87]([CH:89]3[CH2:91][CH2:90]3)[CH3:88])=[O:85])=[N:82][CH:83]=2)[CH2:71]1)#[N:74] |f:1.2,4.5.6,7.8,10.11.12|. Procedure details: 2,2′-Bis(diphenylphosphino)-1,1′-binaphthyl (91.1 mg, 0.146 mmol, Aldrich: Cat. #481084) was added to a mixture of {3-[4-(1-{[2-(trimethylsilyl)ethoxy]methyl}-1H-pyrrolo[2,3-b]pyridin-4-yl)-1H-pyrazol-1-yl]azetidin-3-yl}acetonitrile hydrochloride (0.445 g, 1.00 mmol), 5-bromo-N-[(1S)-1-cyclopropylethyl]pyridine-2-carboxamide (0.273 g, 1.01 mmol), and cesium carbonate (0.971 g, 2.98 mmol) in toluene (10 mL) under N2, followed by palladium acetate (32.2 mg, 0.143 mmol). The reaction mixture was st... Reactants: N1=C(C=CC=C1)OC(OC1=NC=CC=C1)=S (di (2-pyridyl)thiocarbonate), ClCC(=O)NC=1C=CC=C2CC(CNC12)N(C)C (N8 -(chloroacetyl)-1,2,3,4-tetrahydro-N3,N3 -dimethyl-3,8-quinolinediamine). Run in CN(C)C=O (DMF). Yields the product CN(C1CC=2C=3N(CC(NC3C=CC2)=O)C1)C (1,2,6,7-Tetrahydro-6-(dimethylamino)-3H,5H-pyrido(1,2,3-de)quinoxalin-2-one). Reaction SMILES: N1C=CC=CC=1OC(=S)OC1C=CC=CN=1.Cl[CH2:18][C:19]([NH:21][C:22]1[CH:23]=[CH:24][CH:25]=[C:26]2[C:31]=1[NH:30][CH2:29][CH:28]([N:32]([CH3:34])[CH3:33])[CH2:27]2)=[O:20]>CN(C=O)C>[CH3:33][N:32]([CH3:34])[CH:28]1[CH2:29][N:30]2[CH2:18][C:19](=[O:20])[NH:21][C:22]3[CH:23]=[CH:24][CH:25]=[C:26]([C:31]=32)[CH2:27]1. Procedure details: This compound was prepared using the procedure of Example 66, but substituting chloroacetic anhydride for di (2-pyridyl)thiocarbonate and cyclizing the initially formed N8 -(chloroacetyl)-1,2,3,4-tetrahydro-N3,N3 -dimethyl-3,8-quinolinediamine by heating at 150°0 C. in DMF. The reactants are BrC1=NC(=CC=C1)Br (2,6-dibromopyridine), CC1(OB(OC1(C)C)C1=CC=2C(CCC(C2C=C1)(C)C)(C)C)C (4,4,5,5-tetramethyl-2-(5,5,8,8-tetramethyl-5,6,7,8-tetrahydronaphthalen-2-yl)-1,3,2-dioxaborolane). Reagents/catalysts: C=1C=CC(=CC1)[P](C=2C=CC=CC2)(C=3C=CC=CC3)[Pd]([P](C=4C=CC=CC4)(C=5C=CC=CC5)C=6C=CC=CC6)([P](C=7C=CC=CC7)(C=8C=CC=CC8)C=9C=CC=CC9)[P](C=1C=CC=CC1)(C=1C=CC=CC1)C=1C=CC=CC1 (tetrakis(triphenylphosphine)palladium). Solvent: C([O-])([O-])=O.[Na+].[Na+] (sodium carbonate), C(OC)COC (dimethoxyethane). Run at temperature 80 celsius, time 16 hour. Yields the product BrC1=NC(=CC=C1)C1=CC=2C(CCC(C2C=C1)(C)C)(C)C (2-Bromo-6-(5,5,8,8-tetramethyl-5,6,7,8-tetrahydronaphthalen-2-yl)pyridine). RXN SMILES: Br[C:2]1[CH:7]=[CH:6][CH:5]=[C:4]([Br:8])[N:3]=1.CC1(C)C(C)(C)OB([C:17]2[CH:26]=[CH:25][C:24]3[C:23]([CH3:28])([CH3:27])[CH2:22][CH2:21][C:20]([CH3:30])([CH3:29])[C:19]=3[CH:18]=2)O1>C(=O)([O-])[O-].[Na+].[Na+].C(COC)OC.C1C=CC([P]([Pd]([P](C2C=CC=CC=2)(C2C=CC=CC=2)C2C=CC=CC=2)([P](C2C=CC=CC=2)(C2C=CC=CC=2)C2C=CC=CC=2)[P](C2C=CC=CC=2)(C2C=CC=CC=2)C2C=CC=CC=2)(C2C=CC=CC=2)C2C=CC=CC=2)=CC=1>[Br:8][C:4]1[CH:5]=[CH:6][CH:7]=[C:2]([C:26]2[CH:17]=[CH:18][C:19]3[C:20]([CH3:30])([CH3:29])[CH2:21][CH2:22][C:23]([CH3:28])([CH3:27])[C:24]=3[CH:25]=2)[N:3]=1 |f:2.3.4,^1:47,49,68,87|. Reported procedure: 200 mg (0.84 mmol) of 2,6-dibromopyridine and 265 mg (0.84 mmol) of 4,4,5,5-tetramethyl-2-(5,5,8,8-tetramethyl-5,6,7,8-tetrahydronaphthalen-2-yl)-1,3,2-dioxaborolane are dissolved in 6 ml of 2M sodium carbonate solution and in 2.5 ml of dimethoxyethane. The reaction mixture is degassed a number of times, and 49 mg (0.04 mmol) of tetrakis(triphenylphosphine)palladium are added under nitrogen atmosphere, the mixture is stirred at 80° C. for 16 h and subsequently irradiated in the microwave for 30 ... The reactants are CCC1(c2cccc(OC)c2)CCCCNC1, ClCCl. Yields the product CCC1(c2cccc(O)c2)CCCCNC1. RXN SMILES: [CH2:1]([CH3:2])[C:3]1([c:10]2[cH:11][c:12]([O:16][CH3:17])[cH:13][cH:14][cH:15]2)[CH2:4][NH:5][CH2:6][CH2:7][CH2:8][CH2:9]1.[Cl:18][CH2:19][Cl:20]>>[CH2:1]([CH3:2])[C:3]1([c:10]2[cH:11][c:12]([OH:16])[cH:13][cH:14][cH:15]2)[CH2:4][NH:5][CH2:6][CH2:7][CH2:8][CH2:9]1.